This data is from the Open Reaction Database (ORD), a public repository of structured organic reaction records. The task is: describe an organic reaction: reactants, conditions, products, and yield The reactants are C1=C2C(=CC(=C1Cl)Cl)N=C3C(=N2)C(=O)NC(=O)N3 (7,8-dichloro-alloxazine), [OH-].[Na+] (sodium hydroxide). The solvent is S(O)(O)(=O)=O (sulfuric acid). Reaction conditions: time 10 minute. Product: NC1=NC2=CC(=C(C=C2N=C1)Cl)Cl (2-amino-6,7-dichloro-quinoxaline). Yield: 48.3%. As a reaction SMILES: [CH:1]1[C:6]([Cl:7])=[C:5]([Cl:8])[CH:4]=[C:3]2[N:9]=[C:10]3[NH:18]C(=O)NC(=O)[C:11]3=[N:12][C:2]=12.[OH-].[Na+]>S(=O)(=O)(O)O>[NH2:18][C:10]1[CH:11]=[N:12][C:2]2[C:3](=[CH:4][C:5]([Cl:8])=[C:6]([Cl:7])[CH:1]=2)[N:9]=1 |f:1.2|. Procedure: A solution of 10 g of 4,5-dichloro-o-phenylenediamine, 9 g of alloxan hydrate, 1.5 g of boric acid and 250 ml of glacial acetic acid was stirred overnight at room temperature to obtain a brown-black solution which was filtered. The yellow-buff crystalline solid was well washed with water to obtain 15.9 g of 7,8-dichloro-alloxazine melting at >370° C. A solution of 2 g of 7,8-dichloro-alloxazine in 10 ml of concentrated sulfuric acid was slowly heated to 240° C. and held there for 10 minutes. The... Yields the product FC=1C=CC(=C(N(C=O)C)C1)C(CSC)=O (5'-fluoro-N-methyl-2'-(methylthio)acetylformanilide). Procedure details: A mixture of acetic anhydride (16.5 ml) and formic acid (11.2 ml) was stirred and heated at 50°-60° under nitrogen for 2 hours. The mixture was cooled to ambient temperature and 1-(4-fluoro-2-methylaminophenyl)-2-(methylthio)ethanone (4.0 g), prepared in a similar manner to that described in Example 4, added over a period of 5 minutes. The mixture was stirred at ambient temperature for 2.75 hours and then cooled in an ice/salt bath to maintain the temperature below 30° whilst water (50 ml) was a... As a reaction SMILES: [C:1](OC(=O)C)(=O)C.C(O)=O.[F:11][C:12]1[CH:17]=[CH:16][C:15]([C:18](=[O:22])[CH2:19][S:20][CH3:21])=[C:14]([NH:23][CH3:24])[CH:13]=1.[OH2:25]>>[F:11][C:12]1[CH:17]=[CH:16][C:15]([C:18](=[O:22])[CH2:19][S:20][CH3:21])=[C:14]([CH:13]=1)[N:23]([CH3:1])[CH:24]=[O:25]. The reactants are O (water), C(C)(=O)OC(C)=O (acetic anhydride), C(=O)O (formic acid), FC1=CC(=C(C=C1)C(CSC)=O)NC (1-(4-fluoro-2-methylaminophenyl)-2-(methylthio)ethanone). The reactants are O=C(CC(=O)O)CCl (3-oxo-4-chlorobutyric acid), C#N (HCN). Product: C(#N)C(CC(=O)O)(CCl)O (3-cyano-3-hydroxy-4-chlorobutyric acid). RXN SMILES: [O:1]=[C:2]([CH2:7][Cl:8])[CH2:3][C:4]([OH:6])=[O:5].[CH:9]#[N:10]>>[C:9]([C:2]([OH:1])([CH2:7][Cl:8])[CH2:3][C:4]([OH:6])=[O:5])#[N:10]. Reported procedure: reacting 3-oxo-4-chlorobutyric acid with HCN in an aqueous system to form 3-cyano-3-hydroxy-4-chlorobutyric acid, Starting materials: FC(C(C(C(C(C(F)(F)F)(F)F)(F)F)(F)F)(F)F)(C1=CC=C(C=C1)C(C(=O)OCC)C)F (Ethyl 2-(4-[perfluorohexyl]phenyl)propionate), Cl (HCl). The solvent is C(C)O (ethanol), [OH-].[Na+] (NaOH). Product: FC(C(C(C(C(C(F)(F)F)(F)F)(F)F)(F)F)(F)F)(C1=CC=C(C=C1)C(C(=O)O)C)F (2-(4-[perflurohexyl]phenyl)propionic acid). Isolated yield 57.7%. RXN SMILES: [F:1][C:2]([F:32])([C:19]1[CH:24]=[CH:23][C:22]([CH:25]([CH3:31])[C:26]([O:28]CC)=[O:27])=[CH:21][CH:20]=1)[C:3]([F:18])([F:17])[C:4]([F:16])([F:15])[C:5]([F:14])([F:13])[C:6]([F:12])([F:11])[C:7]([F:10])([F:9])[F:8].Cl>C(O)C.[OH-].[Na+]>[F:1][C:2]([F:32])([C:19]1[CH:20]=[CH:21][C:22]([CH:25]([CH3:31])[C:26]([OH:28])=[O:27])=[CH:23][CH:24]=1)[C:3]([F:17])([F:18])[C:4]([F:15])([F:16])[C:5]([F:13])([F:14])[C:6]([F:12])([F:11])[C:7]([F:10])([F:9])[F:8] |f:3.4|. Procedure: Ethyl 2-(4-[perfluorohexyl]phenyl)propionate (100 mg, 0.20 mmol) was dissolved in 5 mL of ethanol and 5 mL of 1N NaOH. The solution was heated to reflux for 1 hour, cooled to room temperature, poured into 30 mL of 1N HCl and extracted with three 10-mL portions of dicholormethane. Combination, drying (MgSO4), and concentration of the organic layers gave a residue which was purified by PTLC (one 2 mm silica gel plate eluted with 15% methanol-85% dichloromethane) to give 54 mg (57% yield) of 2-(4-[... Starting materials: ClC1=C(C=CC(=C1)Cl)C(C#N)CCC (2-(2,4-dichlorophenyl)-valeronitrile), C(C)OC(=O)NN (hydrazinecarboxylic acid ethyl ester), C(C)(=O)O (acetic acid), [H][H] (hydrogen). The reagents and catalysts are [Ni] (Raney nickel). Run in CO (methanol). Yields the product ClC1=C(C=CC(=C1)Cl)C(C=NNC(=O)OCC)CCC (1-[2-(2,4-Dichlorophenyl)-pentylidene]-2-ethoxycarbonylhydrazine). RXN SMILES: [Cl:1][C:2]1[CH:7]=[C:6]([Cl:8])[CH:5]=[CH:4][C:3]=1[CH:9]([CH2:12][CH2:13][CH3:14])[C:10]#[N:11].[CH2:15]([O:17][C:18]([NH:20]N)=[O:19])[CH3:16].C(O)(=O)C.[H][H]>[Ni].CO>[Cl:1][C:2]1[CH:7]=[C:6]([Cl:8])[CH:5]=[CH:4][C:3]=1[CH:9]([CH2:12][CH2:13][CH3:14])[CH:10]=[N:11][NH:20][C:18]([O:17][CH2:15][CH3:16])=[O:19]. Reported procedure: 22.8 g (0.1 mol) of 2-(2,4-dichlorophenyl)-valeronitrile, 10.4 g (0.1 mol) of hydrazinecarboxylic acid ethyl ester and 6.0 g (0.1 mol) of acetic acid are hydrogenated with 11.0 g of Raney nickel in 100 ml of 95% aqueous methanol at room temperature under a normal pressure of hydrogen for 4.5 hours. Filtration and crystallisation yield 22.1 g (70% of theory) of the above product; m.p. 127°-129° C.: Reaction SMILES: [CH3:1][NH:2][CH2:3][C:4]#[C:5][CH2:6][N:7]1[CH2:11][CH2:10][CH2:9][CH2:8]1.CN(P(N(C)C)(N(C)C)=O)C.Br[CH2:24][CH:25]1[O:29][CH2:28][CH2:27][O:26]1.CCOC(C)=O>CN(C=O)C>[CH:25]1([CH2:24][N:2]([CH3:1])[CH2:3][C:4]#[C:5][CH2:6][N:7]2[CH2:11][CH2:10][CH2:9][CH2:8]2)[O:29][CH:28]=[CH:27][O:26]1. The product is C1(OC=CO1)CN(CC#CCN1CCCC1)C (N-(2,5-dioxolylmethyl)-N-methyl-4-(1-pyrrolidinyl)-2-butynamine). Starting materials: CNCC#CCN1CCCC1 (N-Methyl-4-(1-pyrrolidinyl)-2-butynamine), TEA, CN(C)P(=O)(N(C)C)N(C)C (HMPA), BrCC1OCCO1 (2-(bromomethyl)-1,3-dioxolane), CCOC(=O)C (EtOAc). Procedure details: A solution of N-Methyl-4-(1-pyrrolidinyl)-2-butynamine (83.4 mg, 0.548 mmol), TEA (153 μL, 1.098 mmol), HMPA (114 μL, 0.657 mmol), and 2-(bromomethyl)-1,3-dioxolane (68 μL, 0.657 mmol) in DMF (2 mL) was stirred at 50 ° C. for 20 h or until complete by TLC. The mixture was poured into EtOAc (20 mL) then washed with 1N NaOH saturated with NaCl (3×20 mL). The organic layer was dried over Na2SO4, and the EtOAc removed in vacuo to give a crude orange oil (102.8 mg, 79% yield). This oil was vacuum dis... Run in CN(C)C=O (DMF). The yield is 110.3%. Reaction conditions: time 1 hour. The product is C(C)N1N=CC=2C1=NC(=C(C2C=2C=NC=C(C2)C)/C=C/C=C/C(=O)OCC)COC (ethyl (2E,4E)-5-[1-ethyl-6-(methoxymethyl)-4-(5-methyl-3-pyridyl)-1H-pyrazolo[3,4-b]pyridin-5-yl]-2,4-pentadienoate). The reagents and catalysts are [O-2].[O-2].[Mn+4] (manganese dioxide). Starting materials: C(C)N1N=CC=2C1=NC(=C(C2C=2C=NC=C(C2)C)/C=C/CO)COC ((2E)-3-[1-ethyl-6-(methoxymethyl)-4-(5-methyl-3-pyridyl)-1H-pyrazolo[3,4-b]pyridin-5-yl]-2-propen-1-ol), C1(=CC=CC=C1)P(C1=CC=CC=C1)(C1=CC=CC=C1)=CC(=O)OCC (ethyl (triphenylphosphanylidene)-acetate). Run in C(Cl)Cl (DCM). RXN SMILES: [CH2:1]([N:3]1[C:7]2=[N:8][C:9]([CH2:23][O:24][CH3:25])=[C:10](/[CH:19]=[CH:20]/[CH2:21]O)[C:11]([C:12]3[CH:13]=[N:14][CH:15]=[C:16]([CH3:18])[CH:17]=3)=[C:6]2[CH:5]=[N:4]1)[CH3:2].C1(P(=[CH:45][C:46]([O:48][CH2:49][CH3:50])=[O:47])(C2C=CC=CC=2)C2C=CC=CC=2)C=CC=CC=1>[O-2].[O-2].[Mn+4].C(Cl)Cl>[CH2:1]([N:3]1[C:7]2=[N:8][C:9]([CH2:23][O:24][CH3:25])=[C:10](/[CH:19]=[CH:20]/[CH:21]=[CH:45]/[C:46]([O:48][CH2:49][CH3:50])=[O:47])[C:11]([C:12]3[CH:13]=[N:14][CH:15]=[C:16]([CH3:18])[CH:17]=3)=[C:6]2[CH:5]=[N:4]1)[CH3:2] |f:2.3.4|. Reported procedure: A mixture of (2E)-3-[1-ethyl-6-(methoxymethyl)-4-(5-methyl-3-pyridyl)-1H-pyrazolo[3,4-b]pyridin-5-yl]-2-propen-1-ol (40 mg), ethyl (triphenylphosphanylidene)-acetate (49 mg), manganese dioxide (103 mg) and DCM (2 ml) was stirred at room temperature for 1 h. The reaction mixture was filtrated through celite pad. The solvent was evaporated and the residue was purified by flash column chromatography on silica gel (CHCl3-MeOH 95:5) to give ethyl (2E,4E)-5-[1-ethyl-6-(methoxymethyl)-4-(5-methyl-3-pyr... Starting materials: NC(CO)(C)C (2-amino-2-methylpropan-1-ol), C(C1=CC=CC=C1)(=O)N=C=S (benzoylisothiocyanate). Product: OCC(C)(C)NC(=S)NC(C1=CC=CC=C1)=O (N-(1-hydroxy-2-methylpropan-2-ylcarbamothioyl)benzamide). As a reaction SMILES: [NH2:1][C:2]([CH3:6])([CH3:5])[CH2:3][OH:4].[C:7]([N:15]=[C:16]=[S:17])(=[O:14])[C:8]1[CH:13]=[CH:12][CH:11]=[CH:10][CH:9]=1>>[OH:4][CH2:3][C:2]([NH:1][C:16]([NH:15][C:7](=[O:14])[C:8]1[CH:9]=[CH:10][CH:11]=[CH:12][CH:13]=1)=[S:17])([CH3:6])[CH3:5]. Reported procedure: Following the procedure in US2008/45579, 2008, 2-amino-2-methylpropan-1-ol was coupled with benzoylisothiocyanate to give N-(1-hydroxy-2-methylpropan-2-ylcarbamothioyl)benzamide which was then reacted with lithium hydroxide to give 1-(1-hydroxy-2-methylpropan-2-yl)thiourea. 1H NMR (400 MHz, DMSO) δ 7.09 (s, 2H), 5.01 (s, 1H), 3.44 (s, 2H), 1.30 (s, 6H) The reactants are CCOc1cc(C(C)(C)C)ncc1C1=NC(C)(c2ccc(Cl)cc2)C(C)(c2ccc(Cl)cc2)N1C(=O)N1CCC(CC(=O)O)CC1, CCCCc1ccccc1N. Product: CCCCc1ccccc1NC(=O)CC1CCN(C(=O)N2C(c3cnc(C(C)(C)C)cc3OCC)=NC(C)(c3ccc(Cl)cc3)C2(C)c2ccc(Cl)cc2)CC1. RXN SMILES: [C:1]([CH3:2])([CH3:3])([CH3:4])[c:5]1[cH:6][c:7]([O:44][CH2:45][CH3:46])[c:8]([C:11]2=[N:15][C:14]([CH3:16])([c:17]3[cH:18][cH:19][c:20]([Cl:23])[cH:21][cH:22]3)[C:13]([CH3:24])([c:25]3[cH:26][cH:27][c:28]([Cl:31])[cH:29][cH:30]3)[N:12]2[C:32](=[O:33])[N:34]2[CH2:35][CH2:36][CH:37]([CH2:40][C:41](=[O:42])[OH:43])[CH2:38][CH2:39]2)[cH:9][n:10]1.[CH2:47]([CH2:48][CH2:49][CH3:50])[c:51]1[c:52]([NH2:53])[cH:54][cH:55][cH:56][cH:57]1>>[C:1]([CH3:2])([CH3:3])([CH3:4])[c:5]1[cH:6][c:7]([O:44][CH2:45][CH3:46])[c:8]([C:11]2=[N:15][C:14]([CH3:16])([c:17]3[cH:18][cH:19][c:20]([Cl:23])[cH:21][cH:22]3)[C:13]([CH3:24])([c:25]3[cH:26][cH:27][c:28]([Cl:31])[cH:29][cH:30]3)[N:12]2[C:32](=[O:33])[N:34]2[CH2:35][CH2:36][CH:37]([CH2:40][C:41](=[O:43])[NH:53][c:52]3[c:51]([CH2:47][CH2:48][CH2:49][CH3:50])[cH:57][cH:56][cH:55][cH:54]3)[CH2:38][CH2:39]2)[cH:9][n:10]1.